describe an organic reaction: reactants, conditions, products, and yield From a dataset of the Open Reaction Database (ORD), a public repository of structured organic reaction records. Reactants: ClC=1N=CC2=C(N(CCC(N2)=O)C2CCCC2)N1 (2-Chloro-9-cyclopentyl-8,9-dihydro-5H-pyrimido[4.5-b][1,4]diazepin-6(7H)-one), CI (methyl iodide), [H-].[Na+] (sodium hydride), CI (methyl iodide), [H-].[Na+] (sodium hydride). Run in CC(=O)N(C)C (DMA). Reaction conditions: temperature 0 celsius, time 40 minute. Product: ClC=1N=CC2=C(N(CCC(N2C)=O)C2CCCC2)N1 (2-Chloro-9-cyclopentyl-8,9-dihydro-5-methyl-5H-pyrimido[4,5-b][1,4]diazepin-6(7H)-one). Reaction SMILES: [Cl:1][C:2]1[N:3]=[CH:4][C:5]2[NH:11][C:10](=[O:12])[CH2:9][CH2:8][N:7]([CH:13]3[CH2:17][CH2:16][CH2:15][CH2:14]3)[C:6]=2[N:18]=1.[CH3:19]I.[H-].[Na+]>CC(N(C)C)=O>[Cl:1][C:2]1[N:3]=[CH:4][C:5]2[N:11]([CH3:19])[C:10](=[O:12])[CH2:9][CH2:8][N:7]([CH:13]3[CH2:17][CH2:16][CH2:15][CH2:14]3)[C:6]=2[N:18]=1 |f:2.3|. Reported procedure: 2-Chloro-9-cyclopentyl-8,9-dihydro-5H-pyrimido[4.5-b][1,4]diazepin-6(7H)-one (474.7 mg, 1.78 mmol) and methyl iodide (0.122 ml, 1.96 mmol) in DMA (4.5 ml) stirred at −10° C. and treated with sodium hydride 60% oil dispersion (75 mg, 1.87 mmol). The mixture was warmed to 0° C. for 20 min and then to 20° C. for 40 min. A further 0.12 ml methyl iodide and 8 mg sodium hydride were added and the mixture stirred at ambient overnight. Ice was added and the mixture concentrated under reduced pressure. T... The reactants are ClC1=CC=C(C(=N1)N)[N+](=O)[O-] (6-chloro-3-nitro-2-pyridine amine), C1(=CC=CC=C1)OB(O)O (phenylboric acid), C([O-])([O-])=O.[Na+].[Na+] (sodium carbonate), C1(=CC=CC=C1)C (toluene). Reagents/catalysts: C=1C=CC(=CC1)[P](C=2C=CC=CC2)(C=3C=CC=CC3)[Pd]([P](C=4C=CC=CC4)(C=5C=CC=CC5)C=6C=CC=CC6)([P](C=7C=CC=CC7)(C=8C=CC=CC8)C=9C=CC=CC9)[P](C=1C=CC=CC1)(C=1C=CC=CC1)C=1C=CC=CC1 (tetrakis(triphenylphosphine)palladium(0)). Solvent: C(C)(=O)OCC.O1CCCC1 (ethyl acetate tetrahydrofuran), O1CCCC1 (tetrahydrofuran), O (water). Conditions: temperature 90 celsius, time 12 hour. Yields the product [N+](=O)([O-])C=1C(=NC(=CC1)C1=CC=CC=C1)N (3-nitro-6-phenyl-2-pyridine amine). Yield: 52.4%. Reaction SMILES: Cl[C:2]1[N:7]=[C:6]([NH2:8])[C:5]([N+:9]([O-:11])=[O:10])=[CH:4][CH:3]=1.[C:12]1(OB(O)O)[CH:17]=[CH:16][CH:15]=[CH:14][CH:13]=1.C(=O)([O-])[O-].[Na+].[Na+].C1(C)C=CC=CC=1>C1C=CC([P]([Pd]([P](C2C=CC=CC=2)(C2C=CC=CC=2)C2C=CC=CC=2)([P](C2C=CC=CC=2)(C2C=CC=CC=2)C2C=CC=CC=2)[P](C2C=CC=CC=2)(C2C=CC=CC=2)C2C=CC=CC=2)(C2C=CC=CC=2)C2C=CC=CC=2)=CC=1.O.C(OCC)(=O)C.O1CCCC1.O1CCCC1>[N+:9]([C:5]1[C:6]([NH2:8])=[N:7][C:2]([C:12]2[CH:17]=[CH:16][CH:15]=[CH:14][CH:13]=2)=[CH:3][CH:4]=1)([O-:11])=[O:10] |f:2.3.4,8.9,^1:38,40,59,78|. Procedure: Under an argon stream, a mixture of 6-chloro-3-nitro-2-pyridine amine (2.0 g), phenylboric acid (2.1 g), tetrakis(triphenylphosphine)palladium(0) (1.3 g), 2 M sodium carbonate (35 ml), toluene (40 ml) and tetrahydrofuran (20 ml) was stirred at 90° C. for 12 hours. The mixture was distributed into ethyl acetate-tetrahydrofuran (3:1, v/v) and water. The organic layer was washed with water and dried over MgSO4. The solvent was distilled off under reduced pressure and the resulting crystals were col... The reactants are C1CCC(CC1)N=C=NC2CCCCC2 (DCC), C(C)(C)(C)OC(=O)N[C@@H](CC1=CC=C(C=C1)O)C(=O)O (N-(tert-butoxycarbonyl)tyrosine), C1(=CC=CC=C1)N1CCNCC1 (N-phenylpiperazine), ON1N=NC2=C1C=CC=C2 (N-hydroxybenzotriazole). Solvent: O1CCCC1 (tetrahydrofuran), O1CCCC1 (tetrahydrofuran). Reaction conditions: time 1 hour. Yields the product C(C)(C)(C)OC(=O)N[C@@H](CC1=CC=C(C=C1)O)C(=O)N1CCN(CC1)C1=CC=CC=C1 (1-[N-(Tert-Butoxycarbonyl)Tyrosyl]-4-Phenylpiperazine). Isolated yield 134.2%. As a reaction SMILES: [C:1]([O:5][C:6]([NH:8][C@H:9]([C:18]([OH:20])=O)[CH2:10][C:11]1[CH:16]=[CH:15][C:14]([OH:17])=[CH:13][CH:12]=1)=[O:7])([CH3:4])([CH3:3])[CH3:2].[C:21]1([N:27]2[CH2:32][CH2:31][NH:30][CH2:29][CH2:28]2)[CH:26]=[CH:25][CH:24]=[CH:23][CH:22]=1.ON1C2C=CC=CC=2N=N1.C1CCC(N=C=NC2CCCCC2)CC1>O1CCCC1>[C:1]([O:5][C:6]([NH:8][C@H:9]([C:18]([N:30]1[CH2:31][CH2:32][N:27]([C:21]2[CH:26]=[CH:25][CH:24]=[CH:23][CH:22]=2)[CH2:28][CH2:29]1)=[O:20])[CH2:10][C:11]1[CH:12]=[CH:13][C:14]([OH:17])=[CH:15][CH:16]=1)=[O:7])([CH3:2])([CH3:3])[CH3:4]. Reported procedure: 19.7 g of N-(tert-butoxycarbonyl)tyrosine, 12.5 g of N-phenylpiperazine and 16.1 g of N-hydroxybenzotriazole were dissolved in 100 ml of tetrahydrofuran, and to the solution was added dropwise a solution of 18.7 g of DCC in 50 ml of tetrahydrofuran for 20 minutes with ice cooling, and the mixture was stirred for one hour. The reaction mixture was filtered to remove insoluble matter, which was then washed with 300 ml of ethyl acetate, and the filtrates were combined and concentrated under a reduc... Reactants: [Al+3], CCOC(=O)CCC(c1ccc(Cl)cc1)c1c[nH]c2c(CSC)cccc12, Cl, [H-], [H-], [H-], [H-], [Li+], C1CCOC1. Yields the product CSCc1cccc2c(C(CCCO)c3ccc(Cl)cc3)c[nH]c12. RXN SMILES: [Al+3:29].[Cl:1][c:2]1[cH:3][cH:4][c:5]([CH:8]([CH2:9][CH2:10][C:11](=[O:12])[O:13][CH2:14][CH3:15])[c:16]2[cH:17][nH:18][c:19]3[c:20]([CH2:25][S:26][CH3:27])[cH:21][cH:22][cH:23][c:24]23)[cH:6][cH:7]1.[ClH:34].[H-:28].[H-:31].[H-:32].[H-:33].[Li+:30].[O:35]1[CH2:36][CH2:37][CH2:38][CH2:39]1>>[Cl:1][c:2]1[cH:3][cH:4][c:5]([CH:8]([CH2:9][CH2:10][CH2:11][OH:12])[c:16]2[cH:17][nH:18][c:19]3[c:20]([CH2:25][S:26][CH3:27])[cH:21][cH:22][cH:23][c:24]23)[cH:6][cH:7]1. Starting materials: C(C1=CC=CC=C1)(=O)O[C@@H]1CN(CC1)C(=O)OC(C)(C)C (tert-Butyl(3S)-3-(benzoyloxy)pyrrolidine-1-carboxylate), C(F)(F)(F)C(=O)O (CF3CO2H). Solvent: C(Cl)Cl (CH2Cl2). Yields the product N1C[C@H](CC1)OC(C1=CC=CC=C1)=O ((3S)-Pyrrolidin-3-yl-benzoate). Isolated yield 191.9%. RXN SMILES: [C:1]([O:9][C@H:10]1[CH2:14][CH2:13][N:12](C(OC(C)(C)C)=O)[CH2:11]1)(=[O:8])[C:2]1[CH:7]=[CH:6][CH:5]=[CH:4][CH:3]=1.C(C(O)=O)(F)(F)F>C(Cl)Cl>[NH:12]1[CH2:13][CH2:14][C@H:10]([O:9][C:1](=[O:8])[C:2]2[CH:3]=[CH:4][CH:5]=[CH:6][CH:7]=2)[CH2:11]1. Procedure details: tert-Butyl(3S)-3-(benzoyloxy)pyrrolidine-1-carboxylate (635 mg, 2.18 mmol) was treated with 20% CF3CO2H in CH2Cl2 (20 mL) overnight at room temperature. The volatiles were removed in vacuo to give the subtitled compound (800 mg). The reactants are Cc1ccccc1, CCC(C)N(Cc1ccc(Cl)cc1)C(=O)Cl, Nc1ccccc1. Yields the product CCC(C)N(Cc1ccc(Cl)cc1)C(=O)Nc1ccccc1. RXN SMILES: [CH3:24][c:25]1[cH:26][cH:27][cH:28][cH:29][cH:30]1.[Cl:8][c:9]1[cH:10][cH:11][c:12]([CH2:13][N:14]([C:15](=[O:16])[Cl:17])[CH:18]([CH3:19])[CH2:20][CH3:21])[cH:22][cH:23]1.[NH2:1][c:2]1[cH:3][cH:4][cH:5][cH:6][cH:7]1>>[NH:1]([c:2]1[cH:3][cH:4][cH:5][cH:6][cH:7]1)[C:15]([N:14]([CH2:13][c:12]1[cH:11][cH:10][c:9]([Cl:8])[cH:23][cH:22]1)[CH:18]([CH3:19])[CH2:20][CH3:21])=[O:16].